Dataset: the Open Reaction Database (ORD), a public repository of structured organic reaction records. Task: describe an organic reaction: reactants, conditions, products, and yield Starting materials: tetrakis-(triphenylphosphine)palladium, C(#N)C=1C=C(C=CC1OCC(C)C)B(O)O ((3-cyano-4-isobutoxyphenyl)boronic acid), BrC1=CC=C(S1)C1=NN=NN1 (5-(5-bromo-2-thienyl)-1H-tetrazole), [Cl-].C1(=CC=CC=C1)C(C1=CC=CC=C1)C1=CC=CC=C1 (triphenylmethane chloride). Solvent: O (water), C(C)(=O)OCC (ethyl acetate), O1CCOCC1 (1,4-dioxane), C([O-])([O-])=O.[Na+].[Na+] (sodium carbonate). Run at time 10 minute. Yields the product C(C(C)C)OC1=C(C#N)C=C(C=C1)C=1SC(=CC1)C1=NN=NN1 (2-isobutoxy-5-[5-(lH-tetrazol-5-yl)-2-thienyl]benzonitrile). Isolated yield 13.8%. Reaction SMILES: [C:1]([C:3]1[CH:4]=[C:5](B(O)O)[CH:6]=[CH:7][C:8]=1[O:9][CH2:10][CH:11]([CH3:13])[CH3:12])#[N:2].Br[C:18]1[S:22][C:21]([C:23]2[NH:27][N:26]=[N:25][N:24]=2)=[CH:20][CH:19]=1.[Cl-].C1(C(C2C=CC=CC=2)C2C=CC=CC=2)C=CC=CC=1>O1CCOCC1.C(=O)([O-])[O-].[Na+].[Na+].O.C(OCC)(=O)C>[CH2:10]([O:9][C:8]1[CH:7]=[CH:6][C:5]([C:18]2[S:22][C:21]([C:23]3[NH:27][N:26]=[N:25][N:24]=3)=[CH:20][CH:19]=2)=[CH:4][C:3]=1[C:1]#[N:2])[CH:11]([CH3:13])[CH3:12] |f:2.3,5.6.7|. Procedure details: In a mixed solution of 10 ml of 1,4-dioxane and 5 ml of a 1 M aqueous sodium carbonate solution were dissolved 0.31 g of (3-cyano-4-isobutoxyphenyl)boronic acid, 267 mg of 5-(5-bromo-2-thienyl)-1H-tetrazole, and 0.56 g of triphenylmethane chloride, and the solution was heated at 100° C. for 1.5 hours in the presence of 0.11 g of tetrakis-(triphenylphosphine)palladium. The reaction solution was diluted with water and ethyl acetate and then filtrated through celite. Conc. hydrochloric acid was add... Starting materials: BrC1=CC(=C(C=C1)C(=O)C1=CC=C(C=C1)F)OC ((4-bromo-2-methoxyphenyl)(4-fluorophenyl)methanone), Cl.N1=CC=CC=C1 (pyridine hydrochloride). The solvent is CCOCC (Et2O). Run at temperature 170 celsius. Product: BrC1=CC(=C(C=C1)C(=O)C1=CC=C(C=C1)F)O ((4-Bromo-2-hydroxyphenyl)(4-fluorophenyl)methanone). RXN SMILES: [Br:1][C:2]1[CH:7]=[CH:6][C:5]([C:8]([C:10]2[CH:15]=[CH:14][C:13]([F:16])=[CH:12][CH:11]=2)=[O:9])=[C:4]([O:17]C)[CH:3]=1.Cl.N1C=CC=CC=1>CCOCC>[Br:1][C:2]1[CH:7]=[CH:6][C:5]([C:8]([C:10]2[CH:15]=[CH:14][C:13]([F:16])=[CH:12][CH:11]=2)=[O:9])=[C:4]([OH:17])[CH:3]=1 |f:1.2|. Procedure details: A mixture of (4-bromo-2-methoxyphenyl)(4-fluorophenyl)methanone (1.60 g, 5.18 mmol) and pyridine hydrochloride (15.0 g, 130 mmol) was heated at 170° C. for 4.5 h and allowed to cool to rt. The resulting mixture was diluted with Et2O and washed with a 2N HCl solution. The ether layer was extracted twice with a 1N NaOH solution. The combined aqueous layers were acidified and extracted with Et2O, and the combined organics dried (MgSO4), filtered and concentrated. The title compound was obtained as ... Reactants: NC1=C(C(=O)O)C=CC=C1C (2-amino-3-methylbenzoic acid), CN(C=O)C (N,N-dimethylformamide), IN1C(CCC1=O)=O (N-iodosuccinimide). Reported procedure: To a mixture of 2.6 g of 2-amino-3-methylbenzoic acid and 100 ml of N,N-dimethylformamide was added 2.3 g of N-iodosuccinimide at room temperature, and the mixture was stirred at room temperature for 10 hours. After water was poured to the reaction mixture, a deposited precipitate was collected by filtration to obtain 1.7 g of 2-amino-5-iodo-3-methylbenzoic acid of the formula: Solvent: O (water). Conditions: time 10 hour. As a reaction SMILES: [NH2:1][C:2]1[C:10]([CH3:11])=[CH:9][CH:8]=[CH:7][C:3]=1[C:4]([OH:6])=[O:5].CN(C)C=O.[I:17]N1C(=O)CCC1=O>O>[NH2:1][C:2]1[C:10]([CH3:11])=[CH:9][C:8]([I:17])=[CH:7][C:3]=1[C:4]([OH:6])=[O:5]. Yield: 60.0%. Yields the product NC1=C(C(=O)O)C=C(C=C1C)I (2-amino-5-iodo-3-methylbenzoic acid).